Dataset: the Open Reaction Database (ORD), a public repository of structured organic reaction records. Task: describe an organic reaction: reactants, conditions, products, and yield Reactants: Cl (HCl), O1CCOCC1 (dioxane), C(C)C1=NC=CC(=C1CSC1=NC(=CC(=N1)O)C)CC ([(2,4-diethylpyridin-3-yl)methyl]sulfanyl-6-methylpyrimidin-4-ol). Solvent: CO (methanol). Reaction conditions: time 15 minute. The product is Cl.C(C)C1=NC=CC(=C1CSC1=NC(=CC(=N1)O)C)CC ([(2,4-diethylpyridin-3-yl)methyl]sulfanyl-6-methylpyrimidin-4-ol hydrochloride). Isolated yield 96.0%. As a reaction SMILES: [CH2:1]([C:3]1[C:8]([CH2:9][S:10][C:11]2[N:16]=[C:15]([OH:17])[CH:14]=[C:13]([CH3:18])[N:12]=2)=[C:7]([CH2:19][CH3:20])[CH:6]=[CH:5][N:4]=1)[CH3:2].[ClH:21].O1CCOCC1>CO>[ClH:21].[CH2:1]([C:3]1[C:8]([CH2:9][S:10][C:11]2[N:16]=[C:15]([OH:17])[CH:14]=[C:13]([CH3:18])[N:12]=2)=[C:7]([CH2:19][CH3:20])[CH:6]=[CH:5][N:4]=1)[CH3:2] |f:4.5|. Reported procedure: 2-{[(2,4-diethylpyridin-3-yl)methyl]sulfanyl-6-methylpyrimidin-4-ol (430 mg, 1.5 mmol) was stirred in methanol (65 mL) and a solution of 4 N HCl in dioxane (560 μL, 2.22 mmol) was added dropwise at 0° C. The mixture was stirred for 15 minutes at room temperature. The solvent was removed by evaporation, and the residue was triturated with diethyl ether and dried in vacuo to afford 2-{[(2,4-diethylpyridin-3-yl)methyl]sulfanyl-6-methylpyrimidin-4-ol hydrochloride (466 mg, 96% yield); 1H NMR (400 MH...